describe an organic reaction: reactants, conditions, products, and yield From a dataset of the Open Reaction Database (ORD), a public repository of structured organic reaction records. Starting materials: FC1=C(C=C(C=C1)OC)/C=C/C#N ((trans)-3-(2-fluoro-5-methoxyphenyl)-2-propenenitrile), FC1=C(C=C(C=C1)OC)[C@H]1[C@@H](C1)C#N ((trans)-2-(2-Fluoro-5-methoxyphenyl)cyclopropane carbonitrile), [H-].[Na+] (NaH), [I-].C[S+](=O)(C)C (trimethylsulfoxonium iodide), [NH4+].[Cl-] (NH4Cl). Run in CS(=O)C (DMSO), CS(=O)C (DMSO), C(C)(=O)OCC (ethyl acetate). Run at time 18 hour. The product is FC1=C(C=C(C=C1)OC)[C@H]1[C@@H](C1)CNC(C(C)C)=O ((trans)-N-[[2-(2-Fluoro-5-methoxyphenyl)cyclopropyl]methyl]-2-methylpropanamide). Isolated yield 46.0%. As a reaction SMILES: [F:1][C:2]1[CH:7]=[CH:6][C:5]([O:8][CH3:9])=[CH:4][C:3]=1[C@@H:10]1[CH2:12][C@H:11]1[C:13]#[N:14].[H-].[Na+].[I-].[CH3:18][S+](C)(C)=O.FC1[CH:29]=[CH:28][C:27]([O:30]C)=CC=1/C=C/C#N.[NH4+].[Cl-]>CS(C)=O.C(OCC)(=O)C>[F:1][C:2]1[CH:7]=[CH:6][C:5]([O:8][CH3:9])=[CH:4][C:3]=1[C@@H:10]1[CH2:12][C@H:11]1[CH2:13][NH:14][C:27](=[O:30])[CH:28]([CH3:18])[CH3:29] |f:1.2,3.4,6.7|. Procedure: (trans)-2-(2-Fluoro-5-methoxyphenyl)cyclopropane carbonitrile: To a suspension of NaH (1.73 g, 72 mmol) in DMSO (40 mL) was added solid trimethylsulfoxonium iodide (15.9 g, 72 mmol) in small portions. After the foaming had subsided (40 min), a solution of (trans)-3-(2-fluoro-5-methoxyphenyl)-2-propenenitrile (4.26 g, 24 mmol) in DMSO (10 mL) was added dropwise, maintaining the temperature between 35°-40° C. Stirring was continued for 18 h at room temperature, followed by the dropwise addition of... Reactants: C(CCCCCCCC)[C@H]1[C@@H](O1)C(=O)O ((2R,3S)-3-nonyloxirane-2-carboxylic acid), C(CCCCCCC)SC1=NC=C(C=N1)C1=CC=C(C=C1)O (4-(2-n-octylthiopyrimidin-5-yl) phenol), dicyclohexyldicarbodiimide. The reagents and catalysts are CN(C1=CC=NC=C1)C (4-dimethylaminopyridine). The solvent is C(Cl)Cl (CH2Cl2). Reaction conditions: time 4 hour. Yields the product C(CCCCCCCC)[C@H]1[C@@H](O1)C(=O)OC1=CC=C(C=C1)C=1C=NC(=NC1)SCCCCCCCC (4-(2-n-octylthiopyrimidin-5-yl)phenyl (2R,3S)-3-nonyloxirane-2-carboxylate). As a reaction SMILES: [CH2:1]([C@@H:10]1[O:12][C@H:11]1[C:13]([OH:15])=[O:14])[CH2:2][CH2:3][CH2:4][CH2:5][CH2:6][CH2:7][CH2:8][CH3:9].[CH2:16]([S:24][C:25]1[N:30]=[CH:29][C:28]([C:31]2[CH:36]=[CH:35][C:34](O)=[CH:33][CH:32]=2)=[CH:27][N:26]=1)[CH2:17][CH2:18][CH2:19][CH2:20][CH2:21][CH2:22][CH3:23]>C(Cl)Cl.CN(C)C1C=CN=CC=1>[CH2:1]([C@@H:10]1[O:12][C@H:11]1[C:13]([O:15][C:34]1[CH:33]=[CH:32][C:31]([C:28]2[CH:27]=[N:26][C:25]([S:24][CH2:16][CH2:17][CH2:18][CH2:19][CH2:20][CH2:21][CH2:22][CH3:23])=[N:30][CH:29]=2)=[CH:36][CH:35]=1)=[O:14])[CH2:2][CH2:3][CH2:4][CH2:5][CH2:6][CH2:7][CH2:8][CH3:9]. Procedure: A solution of 413 mg (2.0 mmol) of dicyclohexyldicarbodiimide in 10 ml of dry CH2Cl2 is added while stirring at room temperature to 429 mg (2 mmol) of (2R,3S)-3-nonyloxirane-2-carboxylic acid, 633 mg (2 mmol) of 4-(2-n-octylthiopyrimidin-5-yl) phenol and also 20 mg of 4-dimethylaminopyridine. After stirring for 4 hours at room temperature, the reaction solution is evaporated down in vacuo. After chromatographic purification and recrystallization from n-hexane, 120 mg (12%) of colorless crystals ...